From a dataset of the Open Reaction Database (ORD), a public repository of structured organic reaction records. describe an organic reaction: reactants, conditions, products, and yield Starting materials: C[O-].[Na+] (sodium methylate), C(CCCCCCCCCCCCCCCCC)(=O)OC (methyl stearate), CNCCO (N-methylethanolamine). Yields the product C(CCCCCCCCCCCCCCCCC)(=O)OCCN(C)C(CCCCCCCCCCCCCCCCC)=O (N-stearoyl-N-methylamino-ethyl stearate). Reaction SMILES: [CH3:1][O-:2].[Na+].[C:4]([O:23]C)(=O)[CH2:5][CH2:6][CH2:7][CH2:8][CH2:9][CH2:10][CH2:11][CH2:12][CH2:13][CH2:14][CH2:15][CH2:16][CH2:17][CH2:18][CH2:19][CH2:20][CH3:21].[CH3:25][NH:26][CH2:27][CH2:28][OH:29]>>[C:1]([O:29][CH2:28][CH2:27][N:26]([C:4](=[O:23])[CH2:5][CH2:6][CH2:7][CH2:8][CH2:9][CH2:10][CH2:11][CH2:12][CH2:13][CH2:14][CH2:15][CH2:16][CH2:17][CH2:18][CH2:19][CH2:20][CH3:21])[CH3:25])(=[O:2])[CH2:20][CH2:19][CH2:18][CH2:17][CH2:16][CH2:15][CH2:14][CH2:13][CH2:12][CH2:11][CH2:10][CH2:9][CH2:8][CH2:7][CH2:6][CH2:5][CH3:4] |f:0.1|. Procedure details: 50 Parts by weight of 28% sodium methylate is added to 100 parts by weight of methyl stearate and 26 parts by weight of N-methylethanolamine, and an amidation reaction is allowed to proceed at 90° C. while removing methanol. Subsequently, sodium methylate is decomposed by using 66 parts by weight of 35% hydrochloric acid and after dehydration, sodium chloride is removed by filtration. Thereafter, 33 parts by weight of stearic acid is added to 100 parts by weight of the solid material, and an est... Reactants: [BH4-], [Br-], CC[Mg+], Cc1ccccc1, Cn1nnc(N(Cc2cc(C(F)(F)F)cc(C(F)(F)F)c2)Cc2cc(C(F)(F)F)ccc2C#N)n1, [Na+], O=C(O)CC(O)(CC(=O)O)C(=O)O. Product: CCC(N)c1ccc(C(F)(F)F)cc1CN(Cc1cc(C(F)(F)F)cc(C(F)(F)F)c1)c1nnn(C)n1. RXN SMILES: [BH4-:40].[Br-:36].[CH2:37]([CH3:38])[Mg+:39].[CH3:55][c:56]1[cH:57][cH:58][cH:59][cH:60][cH:61]1.[F:1][C:2]([c:3]1[cH:4][c:5]([CH2:6][N:7]([c:8]2[n:9][n:10][n:11]([CH3:13])[n:12]2)[CH2:14][c:15]2[c:16]([C:17]#[N:18])[cH:19][cH:20][c:21]([C:23]([F:24])([F:25])[F:26])[cH:22]2)[cH:27][c:28]([C:30]([F:31])([F:32])[F:33])[cH:29]1)([F:34])[F:35].[Na+:41].[OH:42][C:43]([CH2:44][C:45]([C:46](=[O:47])[OH:48])([CH2:49][C:50](=[O:51])[OH:52])[OH:53])=[O:54]>>[F:1][C:2]([c:3]1[cH:4][c:5]([CH2:6][N:7]([c:8]2[n:9][n:10][n:11]([CH3:13])[n:12]2)[CH2:14][c:15]2[c:16]([CH:17]([NH2:18])[CH2:37][CH3:38])[cH:19][cH:20][c:21]([C:23]([F:24])([F:25])[F:26])[cH:22]2)[cH:27][c:28]([C:30]([F:31])([F:32])[F:33])[cH:29]1)([F:34])[F:35]. The reactants are CI, CCOC(=O)c1cc(C)c(C=O)[nH]1, [H-], [Na+], CN(C)C=O, O. RXN SMILES: [CH3:21][I:22].[CH:1](=[O:2])[c:3]1[c:4]([CH3:13])[cH:5][c:6]([C:8](=[O:9])[O:10][CH2:11][CH3:12])[nH:7]1.[H-:19].[Na+:20].[O:14]=[CH:15][N:16]([CH3:17])[CH3:18].[OH2:23]>>[CH:1](=[O:2])[c:3]1[c:4]([CH3:13])[cH:5][c:6]([C:8](=[O:9])[O:10][CH2:11][CH3:12])[n:7]1[CH3:15]. The product is CCOC(=O)c1cc(C)c(C=O)n1C. Starting materials: C1(CCCCC1)C(C(=O)O)(O)C1=CC=CC=C1 (α-cyclohexylphenylglycolic acid), C1=CN(C=N1)C(=O)N2C=CN=C2 (N,N-carbonyldiimidazole), OCCNC1=NC=CC=N1 (2-(2-hydroxyethyl) aminopyrimidine), C1CCC2=NCCCN2CC1 (DBU). The solvent is CN(C)C=O (DMF). Product: C1(CCCCC1)C(C(=O)OCCNC1=NC=CC=N1)(O)C1=CC=CC=C1 (2-(2-pyrimidyl)aminoethyl α-cyclohexylphenylglycolate). Reaction SMILES: [CH:1]1([C:7]([C:12]2[CH:17]=[CH:16][CH:15]=[CH:14][CH:13]=2)([OH:11])[C:8]([OH:10])=[O:9])[CH2:6][CH2:5][CH2:4][CH2:3][CH2:2]1.C1N=CN(C(N2C=NC=C2)=O)C=1.O[CH2:31][CH2:32][NH:33][C:34]1[N:39]=[CH:38][CH:37]=[CH:36][N:35]=1.C1CCN2C(=NCCC2)CC1>CN(C=O)C>[CH:12]1([C:7]([C:1]2[CH:6]=[CH:5][CH:4]=[CH:3][CH:2]=2)([OH:11])[C:8]([O:10][CH2:31][CH2:32][NH:33][C:34]2[N:39]=[CH:38][CH:37]=[CH:36][N:35]=2)=[O:9])[CH2:17][CH2:16][CH2:15][CH2:14][CH2:13]1. Procedure: To a mixture of α-cyclohexylphenylglycolic acid (1 g) and N,N-carbonyldiimidazole (0.69 g) in DMF (10 ml), 2-(2-hydroxyethyl) aminopyrimidine (0.6 g) and DBU (0.65 g) were added. The mixture was treated according to the method described in Example 3a, affording 2-(2-pyrimidyl)aminoethyl α-cyclohexylphenylglycolate, which was heated with ethanolic HCl to afford 1,5 g of the hydrochloride. M.p. 167°-168° C.